From a dataset of the Open Reaction Database (ORD), a public repository of structured organic reaction records. describe an organic reaction: reactants, conditions, products, and yield Reactants: O=C(Cl)c1cccnc1, Nc1nc2cc(Cl)cc(Cl)n2n1, Cl. The product is O=C(Nc1nc2cc(Cl)cc(Cl)n2n1)c1cccnc1. Reaction SMILES: [C:14]([c:15]1[cH:16][n:17][cH:18][cH:19][cH:20]1)(=[O:21])[Cl:22].[Cl:1][c:2]1[cH:3][c:4]([Cl:12])[cH:5][c:6]2[n:7]1[n:8][c:9]([NH2:11])[n:10]2.[ClH:13]>>[Cl:1][c:2]1[cH:3][c:4]([Cl:12])[cH:5][c:6]2[n:7]1[n:8][c:9]([NH:11][C:14]([c:15]1[cH:16][n:17][cH:18][cH:19][cH:20]1)=[O:21])[n:10]2. The reactants are [Br-], CCCCOCCCC, C[Mg+], CCOCC, [Cl-], O=Cc1ccc(F)c(-c2ccc3nc(-c4ccc(Cl)cc4)cn3c2)c1, [NH4+], C1CCOC1. Yields the product CC(O)c1ccc(F)c(-c2ccc3nc(-c4ccc(Cl)cc4)cn3c2)c1. RXN SMILES: [Br-:26].[CH2:41]([O:42][CH2:43][CH2:44][CH2:45][CH3:46])[CH2:47][CH2:48][CH3:49].[CH3:27][Mg+:28].[CH3:31][CH2:32][O:33][CH2:34][CH3:35].[Cl-:29].[Cl:1][c:2]1[cH:3][cH:4][c:5](-[c:8]2[n:9][c:10]3[n:11]([cH:12][c:13](-[c:16]4[cH:17][c:18]([CH:19]=[O:20])[cH:21][cH:22][c:23]4[F:24])[cH:14][cH:15]3)[cH:25]2)[cH:6][cH:7]1.[NH4+:30].[O:36]1[CH2:37][CH2:38][CH2:39][CH2:40]1>>[Cl:1][c:2]1[cH:3][cH:4][c:5](-[c:8]2[n:9][c:10]3[n:11]([cH:12][c:13](-[c:16]4[cH:17][c:18]([CH:19]([OH:20])[CH3:27])[cH:21][cH:22][c:23]4[F:24])[cH:14][cH:15]3)[cH:25]2)[cH:6][cH:7]1.